From a dataset of the Open Reaction Database (ORD), a public repository of structured organic reaction records. describe an organic reaction: reactants, conditions, products, and yield The reactants are CC(C)(C)O, [O-][Cl+][O-], O=Cc1c(Cl)nc2sccn12, [Na+], [Na+], O, O, O, O=P([O-])(O)O. Reaction SMILES: [C:25]([OH:26])([CH3:27])([CH3:28])[CH3:29].[Cl+:1]([O-:2])[O-:3].[Cl:13][c:14]1[n:15][c:16]2[s:17][cH:18][cH:19][n:20]2[c:21]1[CH:22]=[O:23].[Na+:12].[Na+:4].[OH2:24].[OH2:5].[OH2:6].[P:7]([O-:8])([OH:9])([OH:10])=[O:11]>>[OH:5][C:22]([c:21]1[c:14]([Cl:13])[n:15][c:16]2[s:17][cH:18][cH:19][n:20]21)=[O:23]. Product: O=C(O)c1c(Cl)nc2sccn12.